Dataset: the Open Reaction Database (ORD), a public repository of structured organic reaction records. Task: describe an organic reaction: reactants, conditions, products, and yield Starting materials: C(#N)C1=CC=C(C=C1)SCC(=O)OC1CCCCC1 (cyclohexyl 2-(4-cyanophenylthio)acetate), [Al](Br)(Br)Br (AlBr3), ClC(C#N)(Cl)Cl (trichloroacetonitrile). Run at time 24 hour. Yields the product ClC(C1=NC(=NC(=N1)C(Cl)(Cl)Cl)C1=CC=C(C=C1)SCC(=O)OC1CCCCC1)(Cl)Cl (cyclohexyl 2-{4-[2,4-bis(trichloromethyl)-s-triazine-6-yl]phenyl thio}acetate). Yield: 89.0%. RXN SMILES: [C:1]([C:3]1[CH:8]=[CH:7][C:6]([S:9][CH2:10][C:11]([O:13][CH:14]2[CH2:19][CH2:18][CH2:17][CH2:16][CH2:15]2)=[O:12])=[CH:5][CH:4]=1)#[N:2].[Al](Br)(Br)Br.[Cl:24][C:25]([Cl:29])([Cl:28])[C:26]#[N:27]>>[Cl:24][C:25]([Cl:29])([Cl:28])[C:26]1[N:27]=[C:26]([C:25]([Cl:29])([Cl:28])[Cl:24])[N:27]=[C:1]([C:3]2[CH:4]=[CH:5][C:6]([S:9][CH2:10][C:11]([O:13][CH:14]3[CH2:19][CH2:18][CH2:17][CH2:16][CH2:15]3)=[O:12])=[CH:7][CH:8]=2)[N:2]=1. Procedure: A mixed solution containing 10 g of cyclohexyl 2-(4-cyanophenylthio)acetate (36.3 mmol), 0.8 g of AlBr3 and 50 g of trichloroacetonitrile was bubbled with dry HCl at room temperature. The process of reaction was checked by TLC. The reaction product was formed gradually with the lapse of time while precipitation was formed. After 24 hours, the reaction mixture was quenched and extracted with 500 mL of chloroform. The resultant product was washed with deionized water and dried over anhydrous magne... The reactants are CC(C)(C)OC(=O)C(C)(C)Sc1nnc(Br)n1-c1ccc(C2CC2)c2ccccc12, C1CCOC1, Cc1ccccc1, [Na+], [Na+], O=C([O-])[O-], OB(O)c1ccccc1, c1ccc(P(c2ccccc2)(c2ccccc2)[Pd](P(c2ccccc2)(c2ccccc2)c2ccccc2)(P(c2ccccc2)(c2ccccc2)c2ccccc2)P(c2ccccc2)(c2ccccc2)c2ccccc2)cc1. Yields the product CC(C)(C)OC(=O)C(C)(C)Sc1nnc(-c2ccccc2)n1-c1ccc(C2CC2)c2ccccc12. Reaction SMILES: [Br:7][c:8]1[n:9](-[c:24]2[cH:25][cH:26][c:27]([CH:34]3[CH2:35][CH2:36]3)[c:28]3[cH:29][cH:30][cH:31][cH:32][c:33]23)[c:10]([S:13][C:14]([C:15](=[O:16])[O:17][C:18]([CH3:19])([CH3:20])[CH3:21])([CH3:22])[CH3:23])[n:11][n:12]1.[CH2:53]1[O:54][CH2:55][CH2:56][CH2:57]1.[CH3:46][c:47]1[cH:48][cH:49][cH:50][cH:51][cH:52]1.[Na+:1].[Na+:2].[O-:3][C:4](=[O:5])[O-:6].[OH:37][B:38]([OH:39])[c:40]1[cH:41][cH:42][cH:43][cH:44][cH:45]1.[cH:58]1[cH:59][cH:60][c:61]([P:62]([Pd:63]([P:64]([c:65]2[cH:66][cH:67][cH:68][cH:69][cH:70]2)([c:71]2[cH:72][cH:73][cH:74][cH:75][cH:76]2)[c:77]2[cH:78][cH:79][cH:80][cH:81][cH:82]2)([P:83]([c:84]2[cH:85][cH:86][cH:87][cH:88][cH:89]2)([c:90]2[cH:91][cH:92][cH:93][cH:94][cH:95]2)[c:96]2[cH:97][cH:98][cH:99][cH:100][cH:101]2)[P:102]([c:103]2[cH:104][cH:105][cH:106][cH:107][cH:108]2)([c:109]2[cH:110][cH:111][cH:112][cH:113][cH:114]2)[c:115]2[cH:116][cH:117][cH:118][cH:119][cH:120]2)([c:121]2[cH:122][cH:123][cH:124][cH:125][cH:126]2)[c:127]2[cH:128][cH:129][cH:130][cH:131][cH:132]2)[cH:133][cH:134]1>>[c:8]1(-[c:40]2[cH:41][cH:42][cH:43][cH:44][cH:45]2)[n:9](-[c:24]2[cH:25][cH:26][c:27]([CH:34]3[CH2:35][CH2:36]3)[c:28]3[cH:29][cH:30][cH:31][cH:32][c:33]23)[c:10]([S:13][C:14]([C:15](=[O:16])[O:17][C:18]([CH3:19])([CH3:20])[CH3:21])([CH3:22])[CH3:23])[n:11][n:12]1. Starting materials: COc1c(Nc2cc(NC(=O)c3sccc3NCc3ccnc4ccccc34)ccc2C)c(=O)c1=O, COCCN. Yields the product COCCNc1c(Nc2cc(NC(=O)c3sccc3NCc3ccnc4ccccc34)ccc2C)c(=O)c1=O. RXN SMILES: [CH3:1][O:2][c:3]1[c:4]([NH:9][c:10]2[cH:11][c:12]([NH:17][C:18](=[O:19])[c:20]3[s:21][cH:22][cH:23][c:24]3[NH:25][CH2:26][c:27]3[cH:28][cH:29][n:30][c:31]4[cH:32][cH:33][cH:34][cH:35][c:36]34)[cH:13][cH:14][c:15]2[CH3:16])[c:5](=[O:8])[c:6]1=[O:7].[CH3:37][O:38][CH2:39][CH2:40][NH2:41]>>[c:3]1([NH:41][CH2:40][CH2:39][O:38][CH3:37])[c:4]([NH:9][c:10]2[cH:11][c:12]([NH:17][C:18](=[O:19])[c:20]3[s:21][cH:22][cH:23][c:24]3[NH:25][CH2:26][c:27]3[cH:28][cH:29][n:30][c:31]4[cH:32][cH:33][cH:34][cH:35][c:36]34)[cH:13][cH:14][c:15]2[CH3:16])[c:5](=[O:8])[c:6]1=[O:7]. Starting materials: N1N=CC=C1 (pyrazole), ClC=1N=C(C2=C(N1)SC(=C2C)C)NCC2=CC(=C(C=C2)OC)OC (2-chloro-5,6-dimethyl-4-(3,4-dimethoxybenzylamino)-thieno-[2,3-d]-pyrimidine). The product is N1(N=CC=C1)C=1N=C(C2=C(N1)SC(=C2C)C)NCC2=CC(=C(C=C2)OC)OC (2-(pyrazol-1-yl)-5,6-dimethyl-4-(3,4-dimethoxybenzylamino)-thieno-[2,3-d]-pyrimidine). As a reaction SMILES: [NH:1]1[CH:5]=[CH:4][CH:3]=[N:2]1.Cl[C:7]1[N:8]=[C:9]([NH:18][CH2:19][C:20]2[CH:25]=[CH:24][C:23]([O:26][CH3:27])=[C:22]([O:28][CH3:29])[CH:21]=2)[C:10]2[C:15]([CH3:16])=[C:14]([CH3:17])[S:13][C:11]=2[N:12]=1>>[N:1]1([C:7]2[N:8]=[C:9]([NH:18][CH2:19][C:20]3[CH:25]=[CH:24][C:23]([O:26][CH3:27])=[C:22]([O:28][CH3:29])[CH:21]=3)[C:10]3[C:15]([CH3:16])=[C:14]([CH3:17])[S:13][C:11]=3[N:12]=2)[CH:5]=[CH:4][CH:3]=[N:2]1. Procedure details: Following the procedure of Example 97, the reaction of pyrazole with 2-chloro-5,6-dimethyl-4-(3,4-dimethoxybenzylamino)-thieno-[2,3-d]-pyrimidine gives 2-(pyrazol-1-yl)-5,6-dimethyl-4-(3,4-dimethoxybenzylamino)-thieno-[2,3-d]-pyrimidine. Reactants: ClCCl, O=C(O)Cc1cscc1Nc1c(Cl)cccc1Cl, [Na+], [Na+], [Na+], [OH-], O=S(=O)(Cl)Cl, O=S([O-])S(=O)[O-]. Product: O=C(O)Cc1csc(Cl)c1Nc1c(Cl)cccc1Cl. RXN SMILES: [CH2:34]([Cl:35])[Cl:36].[Cl:6][c:7]1[c:8]([NH:9][c:10]2[c:11]([CH2:15][C:16](=[O:17])[OH:18])[cH:12][s:13][cH:14]2)[c:19]([Cl:23])[cH:20][cH:21][cH:22]1.[Na+:25].[Na+:32].[Na+:33].[OH-:24].[S:1]([Cl:2])(=[O:3])([Cl:4])=[O:5].[S:26]([S:27]([O-:28])=[O:29])([O-:30])=[O:31]>>[Cl:4][c:14]1[c:10]([NH:9][c:8]2[c:7]([Cl:6])[cH:22][cH:21][cH:20][c:19]2[Cl:23])[c:11]([CH2:15][C:16](=[O:17])[OH:18])[cH:12][s:13]1.